From a dataset of the Open Reaction Database (ORD), a public repository of structured organic reaction records. describe an organic reaction: reactants, conditions, products, and yield The product is CCOC(=O)C1=CCCN(CCOCCC(c2ccccc2)c2ccccc2)C1. Starting materials: O=C([O-])[O-], [Li]CCCC, C1CCOC1, CCOC(C)=O, Cl, [K+], [K+], CCOC(=O)C1=CCCNC1, O, OCCOCCC(c1ccccc1)c1ccccc1, Cc1ccc(S(=O)(=O)Cl)cc1. Reaction SMILES: [C:48](=[O:49])([O-:50])[O-:51].[CH2:20]([Li:21])[CH2:22][CH2:23][CH3:24].[CH2:54]1[O:55][CH2:56][CH2:57][CH2:58]1.[CH3:60][CH2:61][O:62][C:63](=[O:64])[CH3:65].[ClH:36].[K+:52].[K+:53].[NH:37]1[CH2:38][C:39]([C:43](=[O:44])[O:45][CH2:46][CH3:47])=[CH:40][CH2:41][CH2:42]1.[OH2:59].[c:1]1([CH:7]([CH2:8][CH2:9][O:10][CH2:11][CH2:12][OH:13])[c:14]2[cH:15][cH:16][cH:17][cH:18][cH:19]2)[cH:2][cH:3][cH:4][cH:5][cH:6]1.[c:25]1([CH3:26])[cH:27][cH:28][c:29]([S:30]([Cl:31])(=[O:32])=[O:33])[cH:34][cH:35]1>>[c:1]1([CH:7]([CH2:8][CH2:9][O:10][CH2:11][CH2:12][N:37]2[CH2:38][C:39]([C:43](=[O:44])[O:45][CH2:46][CH3:47])=[CH:40][CH2:41][CH2:42]2)[c:14]2[cH:15][cH:16][cH:17][cH:18][cH:19]2)[cH:2][cH:3][cH:4][cH:5][cH:6]1. Starting materials: C(C)OC(=O)C=1N=C(SC1)S (2-mercaptothiazole-4-carboxylic acid ethyl ester), [H-].[Na+] (sodium hydride), O (water), BrCCCCCCCC (1-bromooctane). Run in CN(C)C=O (DMF). Run at time 10 minute. Product: C(C)OC(=O)C=1N=C(SC1)SCCCCCCCC (2-(octylthio)thiazole-4-carboxylic acid ethyl ester). The yield is 78.0%. RXN SMILES: [CH2:1]([O:3][C:4]([C:6]1[N:7]=[C:8]([SH:11])[S:9][CH:10]=1)=[O:5])[CH3:2].[H-].[Na+].Br[CH2:15][CH2:16][CH2:17][CH2:18][CH2:19][CH2:20][CH2:21][CH3:22].O>CN(C=O)C>[CH2:1]([O:3][C:4]([C:6]1[N:7]=[C:8]([S:11][CH2:15][CH2:16][CH2:17][CH2:18][CH2:19][CH2:20][CH2:21][CH3:22])[S:9][CH:10]=1)=[O:5])[CH3:2] |f:1.2|. Procedure details: To a solution of 2-mercaptothiazole-4-carboxylic acid ethyl ester (Zhelyazkov, L.; Todorova, N.; Manolova, P. Tr. Nauchnoizsled. Khim.-Farm. Inst., 9, 59-67 (1974); Chem. Abstr., 83, 58706 q) (3.0 g) in DMF (20 ml) is added sodium hydride (0.70 g of 60% dispersion). After 10 min, 1-bromooctane (3.0 ml) is added, and the mixture is stirred at 60° for 30 min. The mixture is poured into water and extracted with ether, and the extracts are dried, filtered, and concentrated. The residue is recrystall... The reactants are Cc1ccccc1, O=C(Cl)OC(Cl)(Cl)Cl, COc1ccc(N)c(F)c1. The product is COc1ccc(N=C=O)c(F)c1. RXN SMILES: [CH3:19][c:20]1[cH:21][cH:22][cH:23][cH:24][cH:25]1.[Cl:11][C:12](=[O:13])[O:14][C:15]([Cl:16])([Cl:17])[Cl:18].[F:1][c:2]1[c:3]([NH2:4])[cH:5][cH:6][c:7]([O:9][CH3:10])[cH:8]1>>[F:1][c:2]1[c:3]([N:4]=[C:12]=[O:13])[cH:5][cH:6][c:7]([O:9][CH3:10])[cH:8]1. Yields the product O=C(CC(=O)C1CCCCC1)C(F)F. Reaction SMILES: [CH3:18][O-:19].[CH3:22][O:23][CH2:24][CH2:25][O:26][CH3:27].[CH3:29][CH2:30][O:31][C:32]([CH3:33])=[O:34].[CH:1]1([C:7](=[O:8])[CH3:9])[CH2:2][CH2:3][CH2:4][CH2:5][CH2:6]1.[ClH:21].[F:10][CH:11]([C:12](=[O:13])[O:14][CH2:15][CH3:16])[F:17].[Na+:20].[OH2:28]>>[CH:1]1([C:7](=[O:8])[CH2:9][C:12]([CH:11]([F:10])[F:17])=[O:13])[CH2:2][CH2:3][CH2:4][CH2:5][CH2:6]1. The reactants are C[O-], COCCOC, CCOC(C)=O, CC(=O)C1CCCCC1, Cl, CCOC(=O)C(F)F, [Na+], O. Starting materials: C1CCOC1, CN1CCN(c2ccc(N)cc2)CC1, O=C1Nc2cc(C(=O)c3cccc(NC(=O)c4cccs4)c3)ccc2C1=CO. The product is CN1CCN(c2ccc(NC=C3C(=O)Nc4cc(C(=O)c5cccc(NC(=O)c6cccs6)c5)ccc43)cc2)CC1. Reaction SMILES: [CH2:43]1[O:44][CH2:45][CH2:46][CH2:47]1.[CH3:29][N:30]1[CH2:31][CH2:32][N:33]([c:36]2[cH:37][cH:38][c:39]([NH2:42])[cH:40][cH:41]2)[CH2:34][CH2:35]1.[OH:1][CH:2]=[C:3]1[C:4](=[O:28])[NH:5][c:6]2[cH:7][c:8]([C:12](=[O:13])[c:14]3[cH:15][c:16]([NH:20][C:21](=[O:22])[c:23]4[s:24][cH:25][cH:26][cH:27]4)[cH:17][cH:18][cH:19]3)[cH:9][cH:10][c:11]21>>[CH:2](=[C:3]1[C:4](=[O:28])[NH:5][c:6]2[cH:7][c:8]([C:12](=[O:13])[c:14]3[cH:15][c:16]([NH:20][C:21](=[O:22])[c:23]4[s:24][cH:25][cH:26][cH:27]4)[cH:17][cH:18][cH:19]3)[cH:9][cH:10][c:11]21)[NH:42][c:39]1[cH:38][cH:37][c:36]([N:33]2[CH2:32][CH2:31][N:30]([CH3:29])[CH2:35][CH2:34]2)[cH:41][cH:40]1. Starting materials: ClCC(=O)Cl (chloroacetyl chloride), [O-2].[Al+3].[O-2].[O-2].[Al+3] (aluminium oxide), ClCC(=O)Cl (chloroacetyl chloride), C(C)N(C=1C=C(C=CC1)O)CC (3-diethylamino-phenol), C(C)O (ethanol), ClCC(=O)Cl (chloroacetyl chloride), [O-2].[Al+3].[O-2].[O-2].[Al+3] (aluminium oxide). Run at time 2 hour. Product: C(C)N(C1=CC2=C(C(C(O2)=C2OC3=C(C2=O)C=CC(=C3)N(CC)CC)=O)C=C1)CC (6-Diethylamino-2(6-diethylamino-3-oxo-2(3H)-benzofuranylidene)-3(2H)-benzofuranone). Reaction SMILES: [CH2:1]([N:3]([CH2:11][CH3:12])[C:4]1[CH:5]=[C:6]([OH:10])[CH:7]=[CH:8][CH:9]=1)[CH3:2].[O-2:13].[Al+3].[O-2].[O-2].[Al+3].Cl[CH2:19][C:20](Cl)=[O:21].[CH2:23]([OH:25])[CH3:24]>>[CH2:11]([N:3]([CH2:1][CH3:2])[C:4]1[CH:9]=[CH:8][C:7]2[C:20](=[O:21])[C:19](=[C:23]3[C:24](=[O:13])[C:7]4[CH:6]=[CH:5][C:4]([N:3]([CH2:11][CH3:12])[CH2:1][CH3:2])=[CH:9][C:8]=4[O:25]3)[O:10][C:6]=2[CH:5]=1)[CH3:12] |f:1.2.3.4.5|. Reported procedure: 1.0 g (6.0 mmol) of 3-diethylamino-phenol is dissolved in 29 g of absolute ethanol with exclusion of moisture. 10 g of basic aluminium oxide are then allowed to trickle into the solution, with vigorous stirring. 0.7 g (6.0 mmol) of chloroacetyl chloride is added dropwise through an attached reflux condenser. The dark violet reaction mixture is heated to the boiling point under reflux, with vigorous stirring. After 2 hours, 1.0 ml (12 mmol) of chloroacetyl chloride is added dropwise through the r... Starting materials: CO, CC(c1ccc(-c2ccnc(Cl)n2)cc1)N1CCC(CCCO)(c2ccc(F)cc2)OC1=O, N. The product is CC(c1ccc(-c2ccnc(N)n2)cc1)N1CCC(CCCO)(c2ccc(F)cc2)OC1=O. Reaction SMILES: [CH3:34][OH:35].[Cl:1][c:2]1[n:3][cH:4][cH:5][c:6](-[c:8]2[cH:9][cH:10][c:11]([CH:14]([CH3:15])[N:16]3[C:17](=[O:33])[O:18][C:19]([CH2:22][CH2:23][CH2:24][OH:25])([c:26]4[cH:27][cH:28][c:29]([F:32])[cH:30][cH:31]4)[CH2:20][CH2:21]3)[cH:12][cH:13]2)[n:7]1.[NH3:36]>>[c:2]1([NH2:36])[n:3][cH:4][cH:5][c:6](-[c:8]2[cH:9][cH:10][c:11]([CH:14]([CH3:15])[N:16]3[C:17](=[O:33])[O:18][C:19]([CH2:22][CH2:23][CH2:24][OH:25])([c:26]4[cH:27][cH:28][c:29]([F:32])[cH:30][cH:31]4)[CH2:20][CH2:21]3)[cH:12][cH:13]2)[n:7]1. Starting materials: [BH4-], COc1cc(C(C#N)(CCC=O)C(C)C)cc(OC)c1OC, CO, NCCCOc1ccccc1[N+](=O)[O-], [Na+]. Yields the product COc1cc(C(C#N)(CCCNCCCOc2ccccc2[N+](=O)[O-])C(C)C)cc(OC)c1OC. Reaction SMILES: [BH4-:37].[C:1](#[N:2])[C:3]([CH2:4][CH2:5][CH:6]=[O:7])([c:8]1[cH:9][c:10]([O:18][CH3:19])[c:11]([O:16][CH3:17])[c:12]([O:14][CH3:15])[cH:13]1)[CH:20]([CH3:21])[CH3:22].[CH3:39][OH:40].[N+:23](=[O:24])([O-:25])[c:26]1[c:27]([O:28][CH2:29][CH2:30][CH2:31][NH2:32])[cH:33][cH:34][cH:35][cH:36]1.[Na+:38]>>[C:1](#[N:2])[C:3]([CH2:4][CH2:5][CH2:6][NH:32][CH2:31][CH2:30][CH2:29][O:28][c:27]1[c:26]([N+:23](=[O:24])[O-:25])[cH:36][cH:35][cH:34][cH:33]1)([c:8]1[cH:9][c:10]([O:18][CH3:19])[c:11]([O:16][CH3:17])[c:12]([O:14][CH3:15])[cH:13]1)[CH:20]([CH3:21])[CH3:22].